This data is from the Open Reaction Database (ORD), a public repository of structured organic reaction records. The task is: describe an organic reaction: reactants, conditions, products, and yield The reactants are O(C1=CC=CC=C1)C1=CC=C(C=C1)C(CC)=C1SCSCS1 (2-{1-(4-phenoxyphenyl)propan-1-ylidene}-1,3,5-trithiane), FC(C(=O)O)(F)F (trifluoroacetic acid), C([O-])([O-])=O.[Na+].[Na+] (sodium carbonate). The solvent is ClCCl (dichloromethane), ClCCl (dichloromethane), C(C)[SiH](CC)CC (triethylsilane). Reaction conditions: time 8 hour. Yields the product O(C1=CC=CC=C1)C1=CC=C(C=C1)C(CC)C1SCSCS1 (2-{1-(4-Phenoxyphenyl)propan-1-yl}-1,3,5-trithiane). The yield is 90.5%. Reaction SMILES: FC(F)(F)C(O)=O.C(=O)([O-])[O-].[Na+].[Na+].[O:14]([C:21]1[CH:26]=[CH:25][C:24]([C:27](=[C:30]2[S:35][CH2:34][S:33][CH2:32][S:31]2)[CH2:28][CH3:29])=[CH:23][CH:22]=1)[C:15]1[CH:20]=[CH:19][CH:18]=[CH:17][CH:16]=1>ClCCl.C([SiH](CC)CC)C>[O:14]([C:21]1[CH:26]=[CH:25][C:24]([CH:27]([CH:30]2[S:31][CH2:32][S:33][CH2:34][S:35]2)[CH2:28][CH3:29])=[CH:23][CH:22]=1)[C:15]1[CH:16]=[CH:17][CH:18]=[CH:19][CH:20]=1 |f:1.2.3|. Procedure: In 10 ml of anhydrous dichloromethane were dissolved in 1.0 g of 2-{1-(4-phenoxyphenyl)propan-1-ylidene}-1,3,5-trithiane and 0.67 g of triethylsilane, and a solution prepared by diluting 1 ml of trifluoroacetic acid with 5 ml of dichloromethane was added dropwise at room temperature. The resulting solution was stirred overnight. After sodium carbonate powder was added, the resulting mixture was washed with water and dried over anhydrous sodium sulfate. The solvent was removed by distillation, an...